This data is from the Open Reaction Database (ORD), a public repository of structured organic reaction records. The task is: describe an organic reaction: reactants, conditions, products, and yield The reactants are CC(=O)O, CC1(C)OCC(CONC(=O)c2ccncc2Nc2ccc(I)cc2Cl)O1. Yields the product O=C(NOCC(O)CO)c1ccncc1Nc1ccc(I)cc1Cl. Reaction SMILES: [CH3:28][C:29](=[O:30])[OH:31].[Cl:1][c:2]1[c:3]([NH:9][c:10]2[c:11]([C:12](=[O:13])[NH:14][O:15][CH2:16][CH:17]3[O:18][C:19]([CH3:22])([CH3:23])[O:20][CH2:21]3)[cH:24][cH:25][n:26][cH:27]2)[cH:4][cH:5][c:6]([I:8])[cH:7]1>>[Cl:1][c:2]1[c:3]([NH:9][c:10]2[c:11]([C:12](=[O:13])[NH:14][O:15][CH2:16][CH:17]([OH:18])[CH2:21][OH:20])[cH:24][cH:25][n:26][cH:27]2)[cH:4][cH:5][c:6]([I:8])[cH:7]1. The reactants are COC(COC1=CC(=C(C=C1)F)N)=O ((3-amino-4-fluorophenoxy)acetic acid methyl ester), COC(C(C(CC)=O)CC1=C(C=C(C=C1)Cl)F)=O (2-(4-chloro-2-fluorobenzyl)-3-oxopentanoic acid methyl ester), polyphosphoric acid, O1CCOCC1 (dioxane). The solvent is O (water). Run at temperature 120 celsius. Product: COC(COC1=C2C(C(=C(NC2=C(C=C1)F)CC)CC1=C(C=C(C=C1)Cl)F)=O)=O ([3-(4-chloro-2-fluorobenzyl)-2-ethyl-8-fluoro-4-oxo-1,4-dihydroquinolin-5-yloxy]acetic Acid Methyl Ester). Reaction SMILES: [CH3:1][O:2][C:3](=[O:14])[CH2:4][O:5][C:6]1[CH:11]=[CH:10][C:9]([F:12])=[C:8]([NH2:13])[CH:7]=1.C[O:16][C:17](=O)[CH:18]([CH2:23][C:24]1[CH:29]=[CH:28][C:27]([Cl:30])=[CH:26][C:25]=1[F:31])[C:19](=O)[CH2:20][CH3:21].O1CCOCC1>O>[CH3:1][O:2][C:3](=[O:14])[CH2:4][O:5][C:6]1[CH:11]=[CH:10][C:9]([F:12])=[C:8]2[C:7]=1[C:17](=[O:16])[C:18]([CH2:23][C:24]1[CH:29]=[CH:28][C:27]([Cl:30])=[CH:26][C:25]=1[F:31])=[C:19]([CH2:20][CH3:21])[NH:13]2. Reported procedure: A mixture of (3-amino-4-fluorophenoxy)acetic acid methyl ester (0.80 g), 2-(4-chloro-2-fluorobenzyl)-3-oxopentanoic acid methyl ester (1.4 g), polyphosphoric acid (5 g) and dioxane (10 mL) was heated at 120° C. for 23 hours. The reaction mixture was cooled to room temperature, diluted with water and extracted with ethyl acetate. The combined extracts were washed with water, dried over magnesium sulfate and the solvent removed under reduced pressure. The residue was purified by column chromatogra... Solvent: O1CCOCC1 (dioxane). Reagents/catalysts: C=1C=CC(=CC1)[P](C=2C=CC=CC2)(C=3C=CC=CC3)[Pd]([P](C=4C=CC=CC4)(C=5C=CC=CC5)C=6C=CC=CC6)([P](C=7C=CC=CC7)(C=8C=CC=CC8)C=9C=CC=CC9)[P](C=1C=CC=CC1)(C=1C=CC=CC1)C=1C=CC=CC1 (Pd(PPh3)4). Procedure details: A solution of 431 (460 mg, 0.94 mmol), 2-bromopyridine N-oxide (420 mg, 2.41 mmol), bistrimethyltin (294 μL, 465 mg, 1.42 mmol) and Pd(PPh3)4 (109 mg, 0.09 mmol) in dioxane (10 mL) was heated to reflux for 8 hrs under nitrogen. The reaction mixture was concentrated and purified by flash chromatography using the gradient 5-20% MeOH in EtOAc as an eluent yielding 432 (243 mg, 57% yield). LCMS: (M+H) 454.1. Starting materials: FC=1C=C(C=CC1OC1=C2C(=NC=C1)C=C(S2)I)NC(OC(C)(C)C)=O (tert-Butyl 3-fluoro-4-(2-iodothieno[3,2-b]pyridin-7-yloxy)phenylcarbamate), BrC1=[N+](C=CC=C1)[O-] (2-bromopyridine N-oxide), bistrimethyltin. The product is C(C)(C)(C)OC(=O)NC1=CC(=C(OC2=C3C(=NC=C2)C=C(S3)C3=[N+](C=CC=C3)[O-])C=C1)F (2-(7-(4-(tert-Butoxycarbonylamino)-2-fluorophenoxy)thieno[3,2-b]pyridin-2-yl)pyridine 1-oxide). RXN SMILES: [F:1][C:2]1[CH:3]=[C:4]([NH:19][C:20](=[O:26])[O:21][C:22]([CH3:25])([CH3:24])[CH3:23])[CH:5]=[CH:6][C:7]=1[O:8][C:9]1[CH:14]=[CH:13][N:12]=[C:11]2[CH:15]=[C:16](I)[S:17][C:10]=12.Br[C:28]1[CH:33]=[CH:32][CH:31]=[CH:30][N+:29]=1[O-:34]>O1CCOCC1.C1C=CC([P]([Pd]([P](C2C=CC=CC=2)(C2C=CC=CC=2)C2C=CC=CC=2)([P](C2C=CC=CC=2)(C2C=CC=CC=2)C2C=CC=CC=2)[P](C2C=CC=CC=2)(C2C=CC=CC=2)C2C=CC=CC=2)(C2C=CC=CC=2)C2C=CC=CC=2)=CC=1>[C:22]([O:21][C:20]([NH:19][C:4]1[CH:5]=[CH:6][C:7]([O:8][C:9]2[CH:14]=[CH:13][N:12]=[C:11]3[CH:15]=[C:16]([C:28]4[CH:33]=[CH:32][CH:31]=[CH:30][N+:29]=4[O-:34])[S:17][C:10]=23)=[C:2]([F:1])[CH:3]=1)=[O:26])([CH3:25])([CH3:24])[CH3:23] |^1:44,46,65,84|. The yield is 57.0%. Starting materials: O[C@H]1CN(CC1)CCC=1NC(C2=CC=CC(=C2C1)C)=O ((R)-3-[2-(3-hydroxypyrrolidin-1-yl)ethyl]-5-methyl-2H-isoquinolin-1-one), Cl (hydrochloride). Yields the product Cl.O[C@H]1CN(CC1)CCC=1NC(C2=CC=CC(=C2C1)C)=O ((R)-3-[2-(3-hydroxypyrrolidin-1-yl)ethyl]-5-methyl-2H-isoquinolin-1-one hydrochloride). RXN SMILES: [OH:1][C@@H:2]1[CH2:6][CH2:5][N:4]([CH2:7][CH2:8][C:9]2[NH:10][C:11](=[O:20])[C:12]3[C:17]([CH:18]=2)=[C:16]([CH3:19])[CH:15]=[CH:14][CH:13]=3)[CH2:3]1.[ClH:21]>>[ClH:21].[OH:1][C@@H:2]1[CH2:6][CH2:5][N:4]([CH2:7][CH2:8][C:9]2[NH:10][C:11](=[O:20])[C:12]3[C:17]([CH:18]=2)=[C:16]([CH3:19])[CH:15]=[CH:14][CH:13]=3)[CH2:3]1 |f:2.3|. Reported procedure: Using a known method, (R)-3-[2-(3-hydroxypyrrolidin-1-yl)ethyl]-5-methyl-2H-isoquinolin-1-one was converted to a hydrochloride to give (R)-3-[2-(3-hydroxypyrrolidin-1-yl)ethyl]-5-methyl-2H-isoquinolin-1-one hydrochloride. Reactants: O=C1NC(C(N1)=O)P(OCC)(=O)OCC (diethyl 2,4-dioxoimidazolidine-5-phosphonate), [Na] (Sodium), CC(C)N1C(OC(C1)COC=1C=CC(=C(C=O)C1)[N+](=O)[O-])=O (5-[[[3-(1-methylethyl)-2-oxooxazolidin-5-yl]methyl]oxy]-2-nitrobenzaldehyde). The solvent is O (water), C(C)O (ethanol). Conditions: time 30 minute. The product is CC(C)N1C(OC(C1)COC=1C=CC(=C(C1)C=C1C(NC(N1)=O)=O)[N+](=O)[O-])=O (5-[[5-[[[3-(1-methylethyl)-2-oxooxazolidin-5-yl]methyl]oxy]-2-nitrophenyl]methylene]-2,4-imidazolidinedione). The yield is 78.5%. As a reaction SMILES: [Na].[O:2]=[C:3]1[NH:7][C:6](=[O:8])[CH:5](P(OCC)(=O)OCC)[NH:4]1.[CH3:17][CH:18]([N:20]1[CH2:24][CH:23]([CH2:25][O:26][C:27]2[CH:28]=[CH:29][C:30]([N+:35]([O-:37])=[O:36])=[C:31]([CH:34]=2)[CH:32]=O)[O:22][C:21]1=[O:38])[CH3:19]>C(O)C.O>[CH3:19][CH:18]([N:20]1[CH2:24][CH:23]([CH2:25][O:26][C:27]2[CH:28]=[CH:29][C:30]([N+:35]([O-:37])=[O:36])=[C:31]([CH:32]=[C:5]3[NH:4][C:3](=[O:2])[NH:7][C:6]3=[O:8])[CH:34]=2)[O:22][C:21]1=[O:38])[CH3:17] |^1:0|. Procedure: Sodium (0.9 g, 0.04 g atom) was dissolved in ethanol (150 mL) and diethyl 2,4-dioxoimidazolidine-5-phosphonate (9.19 g, 40 mmol) added. After 30 minutes solid 5-[[[3-(1-methylethyl)-2-oxooxazolidin-5-yl]methyl]oxy]-2-nitrobenzaldehyde (10.0 g, 32 mmol) was added and the mixture stirred vigorously. After 30 minutes, the mixture was diluted with water (150 mL) filtered and the solid washed with water and air dried to give 5-[[5-[[[3-(1-methylethyl)-2-oxooxazolidin-5-yl]methyl]oxy]-2-nitrophenyl]me... The reactants are Cl (HCl), [OH-].[Na+] (NaOH), O (water), COC(\C=C\C1=C(C=C(C=C1)Cl)Br)=O ((E)-3-(2-Bromo-4-chlorophenyl)-acrylic acid methyl ester). Solvent: CO (MeOH). Product: BrC1=C(C=CC(=C1)Cl)/C=C/C(=O)O ((E)-3-(2-Bromo-4-chlorophenyl)-acrylic acid). RXN SMILES: C[O:2][C:3](=[O:14])/[CH:4]=[CH:5]/[C:6]1[CH:11]=[CH:10][C:9]([Cl:12])=[CH:8][C:7]=1[Br:13].[OH-].[Na+].O.Cl>CO>[Br:13][C:7]1[CH:8]=[C:9]([Cl:12])[CH:10]=[CH:11][C:6]=1/[CH:5]=[CH:4]/[C:3]([OH:14])=[O:2] |f:1.2|. Reported procedure: (E)-3-(2-Bromo-4-chlorophenyl)-acrylic acid methyl ester (6.8 g, 17.4 mmol) was dissolved in MeOH (175 ml) and treated with 2N NaOH (13 ml; 26 mmol) and water (87 ml) for 1 hour at 50° C. The mixture was acidified with 2N HCl (15 ml) and extracted with TBME twice. The combined organic phases were dried over Na2SO4 and evporated to dryness to yield the title compound as a solid, which was recrystallised from TBME/hexanes to yield the title compound as colorless crystals (4.4 g, 90%).